This data is from the Open Reaction Database (ORD), a public repository of structured organic reaction records. The task is: describe an organic reaction: reactants, conditions, products, and yield The reactants are 2,4-diamino-5,6-disubstituted-5-deazapteridines, Organometallic, BrC1=CC=CC2=C1C(C(O2)(C)C)=O (4-bromo-2,3-dihydro-2,2-dimethyl-3-benzofuranone), C[Sn](C)C.C[Sn](C)C (hexamethylditin), tetrakis(triphenylphosphine)palladium(0)in toluene. Product: CC1(OC2=C(C1=O)C(=CC=C2)[Sn])C ((2,3-dihydro -2,2-dimethyl-3-benzofuranon-4-yl)tin). RXN SMILES: Br[C:2]1[C:7]2[C:8](=[O:13])[C:9]([CH3:12])([CH3:11])[O:10][C:6]=2[CH:5]=[CH:4][CH:3]=1.C[Sn:15](C)C.C[Sn](C)C>>[CH3:11][C:9]1([CH3:12])[C:8](=[O:13])[C:7]2[C:2]([Sn:15])=[CH:3][CH:4]=[CH:5][C:6]=2[O:10]1 |f:1.2,^1:14,18,28|. Procedure: In a slight variation in the method to the 2,4-diamino-5,6-disubstituted-5-deazapteridines described above, using a method taught by A. Pidcock et al (J. Organometallic Chem. 1981, 215, 49-58), 4-bromo-2,3-dihydro-2,2-dimethyl-3-benzofuranone is reacted with hexamethylditin in the presence of tetrakis(triphenylphosphine)palladium(0)in toluene, yielding (2,3-dihydro -2,2-dimethyl-3-benzofuranon-4-yl)tin. The organometallic derivative is then reacted with 2-amino-3-cyano-5-iodo-4-methylpyridine, a...